From a dataset of the Open Reaction Database (ORD), a public repository of structured organic reaction records. describe an organic reaction: reactants, conditions, products, and yield Starting materials: C(CCCCC)(=O)Cl (hexanoyl chloride), C#C (acetylene), [Cl-].[Al+3].[Cl-].[Cl-] (aluminum chloride). The product is ClC=CC(CCCCC)=O (1-chloro-1-octen-3-one). The yield is 94.0%. As a reaction SMILES: [C:1](Cl)(=[O:7])[CH2:2][CH2:3][CH2:4][CH2:5][CH3:6].[CH:9]#[CH:10].[Cl-:11].[Al+3].[Cl-].[Cl-]>>[Cl:11][CH:9]=[CH:10][C:1](=[O:7])[CH2:2][CH2:3][CH2:4][CH2:5][CH3:6] |f:2.3.4.5|. Procedure details: This compound is prepared according to the procedure of Price and Pappalardo [C. C. Price and J. A. Pappalardo, Org. Syn, 32, 27 (1952)] from hexanoyl chloride, acetylene, and aluminum chloride in 94% yield, bp 51°-52° C. (0.1 mm); λ max 1680, 1595, 941 cm-1. Reactants: ClC1=CC=C(C=C1)C1=CC=CC=C1 (4-chlorobiphenyl), C([O-])([O-])=O.[Cs+].[Cs+] (cesium carbonate), sodium 1,3-dioxo-1,3-dihydro-isoindole-2-ylmethyl trifluoroborate, C1(CCCCC1)P(C1=C(C=CC=C1)C1=C(C=CC=C1OC)OC)C1CCCCC1 (2-dicyclohexylphosphino-2′,6′-dimethoxybiphenyl), O.NN (hydrazine hydrate). The reagents and catalysts are C(C)(=O)[O-].[Pd+2].C(C)(=O)[O-] (palladium(II) acetate). The solvent is O (water), O1CCOCC1 (1,4-dioxane), CO (methanol), C(C)(=O)OCC (ethyl acetate), O (water). Run at temperature 100 celsius, time 8 hour. Yields the product compound, C1(CCCCC1)P(=O)(C1=C(C=CC=C1)C1=C(C=CC=C1OC)OC)C1CCCCC1 (2′-(dicyclohexyl-phosphinoyl)-2,6-dimethoxy-biphenyl). Yield: 55.7%. Reaction SMILES: ClC1C=CC(C2C=CC=CC=2)=CC=1.C(=O)([O-])[O-:15].[Cs+].[Cs+].[CH:20]1([P:26]([CH:43]2[CH2:48][CH2:47][CH2:46][CH2:45][CH2:44]2)[C:27]2[CH:32]=[CH:31][CH:30]=[CH:29][C:28]=2[C:33]2[C:38]([O:39][CH3:40])=[CH:37][CH:36]=[CH:35][C:34]=2[O:41][CH3:42])[CH2:25][CH2:24][CH2:23][CH2:22][CH2:21]1.O.NN>C([O-])(=O)C.[Pd+2].C([O-])(=O)C.C(OCC)(=O)C.O.CO.O1CCOCC1>[CH:43]1([P:26]([CH:20]2[CH2:25][CH2:24][CH2:23][CH2:22][CH2:21]2)([C:27]2[CH:32]=[CH:31][CH:30]=[CH:29][C:28]=2[C:33]2[C:38]([O:39][CH3:40])=[CH:37][CH:36]=[CH:35][C:34]=2[O:41][CH3:42])=[O:15])[CH2:44][CH2:45][CH2:46][CH2:47][CH2:48]1 |f:1.2.3,5.6,7.8.9|. Procedure details: To the mixture of 4-chlorobiphenyl (15 mg, 0.079 mmol) and 1,4-dioxane (1 ml), water (0.1 ml), cesium carbonate (0.16 g, 0.48 mmol), sodium 1,3-dioxo-1,3-dihydro-isoindole-2-ylmethyl trifluoroborate (40 mg, 0.16 mmol), palladium(II) acetate (1.8 mg, 0.0079 mmol), and 2-dicyclohexylphosphino-2′,6′-dimethoxybiphenyl (6.5 mg, 0.016 mmol) were added at room temperature, and then the obtained reaction mixture was stirred at 100° C. (an outer temperature) overnight. The reaction mixture was cooled to ... The reactants are BrC1=C(C(=CC2=CC=C(C=C12)O)Br)O (1,3-dibromonaphthalene-2,7-diol), [Sn] (tin), O (water). Solvent: CC(=O)O.Cl (AcOH HCl). Reaction conditions: time 1 hour. The product is BrC=1C(=CC2=CC(=CC=C2C1)O)O (3-bromonaphthalene-2,7-diol). As a reaction SMILES: Br[C:2]1[C:11]2[C:6](=[CH:7][CH:8]=[C:9]([OH:12])[CH:10]=2)[CH:5]=[C:4]([Br:13])[C:3]=1[OH:14].[Sn].O>CC(O)=O.Cl>[Br:13][C:4]1[C:3]([OH:14])=[CH:2][C:11]2[C:6]([CH:5]=1)=[CH:7][CH:8]=[C:9]([OH:12])[CH:10]=2 |f:3.4,^3:14|. Procedure: To a suspension of 1,3-dibromonaphthalene-2,7-diol (48.76 g, 153.34 mmol) (Helv. Chim. Acta, 78, pp. 1037-1066, 1995) in AcOH/HCl is added tin (17.48 g, 147.21 mmol) in portions. The mixture is stirred vigorously at room temperature for 1 h. The reaction forms a paste and is stirred for an additional 4 h, at which point it becomes mobile again. Stirring is continued overnight. The mixture is poured into water (1 L) and extracted with EtOAc. The organic layer is dried over MgSO4, filtered and con...